From a dataset of the Open Reaction Database (ORD), a public repository of structured organic reaction records. describe an organic reaction: reactants, conditions, products, and yield Reactants: ClC(C(=O)C=1C=CC(=C(C(=O)OC)C1)OCC1=CC=CC=C1)Cl (5-(Dichloroacetyl)-2-(phenylmethoxy)benzoic acid, methyl ester), [Na] (sodium), CO (methanol), Cl (Hydrochloric acid). Run at time 20 minute. The product is O.O=CC(=O)C=1C=CC(=C(C(=O)OC)C1)OCC1=CC=CC=C1 (5-(oxoacetyl)-2-(phenylmethoxy)benzoic acid, methyl ester, hydrate). Reaction SMILES: Cl[CH:2](Cl)[C:3]([C:5]1[CH:6]=[CH:7][C:8]([O:15][CH2:16][C:17]2[CH:22]=[CH:21][CH:20]=[CH:19][CH:18]=2)=[C:9]([CH:14]=1)[C:10]([O:12][CH3:13])=[O:11])=[O:4].[Na].Cl.C[OH:27]>>[OH2:4].[O:27]=[CH:2][C:3]([C:5]1[CH:6]=[CH:7][C:8]([O:15][CH2:16][C:17]2[CH:22]=[CH:21][CH:20]=[CH:19][CH:18]=2)=[C:9]([CH:14]=1)[C:10]([O:12][CH3:13])=[O:11])=[O:4] |f:4.5,^1:23|. Procedure: 5-(Dichloroacetyl)-2-(phenylmethoxy)benzoic acid, methyl ester (2.4 g) was added to sodium (0.34 g) in dry methanol (80 ml). The solution was boiled for 20 min. 0.1 N Hydrochloric acid (40 ml) was added and the solution was boiled for 30 min. The methanol was evaporated off and the mixture was extracted with ether (3×50 ml). The extracts were dried (MgSO4) and evaporated to leave crude 5-(oxoacetyl)-2-(phenylmethoxy)benzoic acid, methyl ester, hydrate as a gum.